From a dataset of the Open Reaction Database (ORD), a public repository of structured organic reaction records. describe an organic reaction: reactants, conditions, products, and yield Reactants: [H-].[Na+] (sodium hydride), C(CC(=O)OCC)(=O)OCC (diethyl malonate), BrCC=1C(=CC=CC1)CBr (α,α'-dibromo-o-xylene), [H-].[Na+] (sodium hydride). Solvent: O1CCCC1 (tetrahydrofuran). Run at temperature 5 celsius. Product: C(=O)(OCC)C1(CC2=CC=CC=C2C1)C(=O)OCC (2,2-dicarboethoxyindan). Isolated yield 73.5%. RXN SMILES: [C:1]([O:9][CH2:10][CH3:11])(=[O:8])[CH2:2][C:3]([O:5][CH2:6][CH3:7])=[O:4].[H-].[Na+].Br[CH2:15][C:16]1[C:17]([CH2:22]Br)=[CH:18][CH:19]=[CH:20][CH:21]=1>O1CCCC1>[C:1]([C:2]1([C:3]([O:5][CH2:6][CH3:7])=[O:4])[CH2:22][C:17]2[C:16](=[CH:21][CH:20]=[CH:19][CH:18]=2)[CH2:15]1)([O:9][CH2:10][CH3:11])=[O:8] |f:1.2|. Procedure details: Dissolve diethyl malonate (7.6 mL, 50 mmol) in anhydrous tetrahydrofuran (500 mL) and place under an argon atmosphere. Cool to 5° C., add sodium hydride (1.2 g, 50 mmol) and stir briefly until homogeneous. Add α,α'-dibromo-o-xylene (13.2 g, 50 mmol) and stir an additional 15 minutes. Add additional sodium hydride 1.2 g, 50 mmol) and stir for 16 hours while warming to room temperature. Filter, evaporate the solvent in vacuo and purify by silica gel chromatography (1:1 methylene chloride/hexane) t...